This data is from the Open Reaction Database (ORD), a public repository of structured organic reaction records. The task is: describe an organic reaction: reactants, conditions, products, and yield Reactants: Cl.C(C)N=C=NCCCN(C)C (1-ethyl-3-(3-dimethylaminopropyl)-carbodiimide hydrochloride), ( E ), NC=1C=CC=2C(=CC=C(C2)C=C(C(=O)O)C)C1 (3-(2-amino-benzo[d]phenyl)-2-methyl-2-propenoic acid), C1=CC(=CC=C1[N+](=O)[O-])O (p-nitrophenol). The reagents and catalysts are CN(C)C1=NC=CC=C1 (dimethylaminopyridine). Solvent: ClCCl (dichloromethane). Product: [N+](=O)([O-])C1=CC=C(C=C1)OC(C(=CC1=CC=C2C(=C1)C=CC(=C2)N)C)=O (3-(2-amino-benzo[d]phenyl)-2-methyl-2-propenoic acid p-nitrophenyl ester), crystal. Isolated yield 80.0%. RXN SMILES: [NH2:1][C:2]1[CH:3]=[CH:4][C:5]2[C:6]([CH:17]=1)=[CH:7][CH:8]=[C:9]([CH:11]=[C:12]([CH3:16])[C:13]([OH:15])=[O:14])[CH:10]=2.[CH:18]1[C:23]([N+:24]([O-:26])=[O:25])=[CH:22][CH:21]=[C:20](O)[CH:19]=1.Cl.C(N=C=NCCCN(C)C)C>CN(C1C=CC=CN=1)C.ClCCl>[N+:24]([C:23]1[CH:18]=[CH:19][C:20]([O:14][C:13](=[O:15])[C:12]([CH3:16])=[CH:11][C:9]2[CH:10]=[C:5]3[CH:4]=[CH:3][C:2]([NH2:1])=[CH:17][C:6]3=[CH:7][CH:8]=2)=[CH:21][CH:22]=1)([O-:26])=[O:25] |f:2.3|. Procedure: Into 20 ml of dichloromethane, 0.57 g (2.5 mmol) of (E) 3-(2-amino-benzo[d]phenyl)-2-methyl-2-propenoic acid and 0.52 g (3.8 mmol) of p-nitrophenol (manufactured by Wako Pure Chemical Industries, Ltd.) were dissolved; and 20 mg of dimethylaminopyridine (manufactured by Wako Pure Chemical Industries, Ltd.) were added thereto. Further, while the mixture was stirred under cooling with ice, 0.71 g (3.8 mmol) of 1-ethyl-3-(3-dimethylaminopropyl)-carbodiimide hydrochloride (EDC-HCl) (manufactured by W...